From a dataset of the Open Reaction Database (ORD), a public repository of structured organic reaction records. describe an organic reaction: reactants, conditions, products, and yield Starting materials: Cl (hydrochloric acid), Cl (hydrochloric acid), N1C=C(C2=CC=CC=C12)CC(C1=NN=NN1)N(C(C(F)(F)F)=O)C1CCC(CC1)(C1=CC=CC=C1)N(C)C (N-(2-(1H-Indol-3-yl)-1-(1H-tetrazol-5-yl)ethyl)-N-(4-dimethylamino-4-phenylcyclohexyl)-2,2,2-trifluoroacetamide). Run in CO (Methanol), CO (methanol). Conditions: temperature 100 celsius, time 7 hour. The product is N1C=C(C2=CC=CC=C12)CC(C1=NN=NN1)NC1CCC(CC1)(N(C)C)C1=CC=CC=C1 (N4-(2-(1H-indol-3-yl)-1-(1H-tetrazol-5-yl)ethyl)-N1,N1-dimethyl-1-phenylcyclohexane-1,4-diamine). RXN SMILES: [NH:1]1[C:9]2[C:4](=[CH:5][CH:6]=[CH:7][CH:8]=2)[C:3]([CH2:10][CH:11]([N:17]([CH:24]2[CH2:29][CH2:28][C:27]([N:36]([CH3:38])[CH3:37])([C:30]3[CH:35]=[CH:34][CH:33]=[CH:32][CH:31]=3)[CH2:26][CH2:25]2)C(=O)C(F)(F)F)[C:12]2[NH:16][N:15]=[N:14][N:13]=2)=[CH:2]1.Cl>CO>[NH:1]1[C:9]2[C:4](=[CH:5][CH:6]=[CH:7][CH:8]=2)[C:3]([CH2:10][CH:11]([NH:17][CH:24]2[CH2:29][CH2:28][C:27]([C:30]3[CH:35]=[CH:34][CH:33]=[CH:32][CH:31]=3)([N:36]([CH3:38])[CH3:37])[CH2:26][CH2:25]2)[C:12]2[NH:16][N:15]=[N:14][N:13]=2)=[CH:2]1. Reported procedure: A suspension of N-(2-(1H-Indol-3-yl)-1-(1H-tetrazol-5-yl)ethyl)-N-(4-dimethylamino-4-phenylcyclohexyl)-2,2,2-trifluoroacetamide (non-polar diastereomer) (200 mg, 0.38 mmol) in methanol (10 mL) was mixed with 37% hydrochloric acid (10 mL) and stirred for 7 h at 100° C. in a Teflon pressure vessel. Methanol (10 mL) and 37% hydrochloric acid (10 mL) was then added again and the mixture stirred a further 6 h at 100° C. The reaction solution was then concentrated to low volume in a vacuum and the res... Reactants: Cl (hydrochloric acid), COC1=CC=C(C=C1)C(C(=O)O)CSC1=CC(=CC=C1)OC (2-(4-methoxyphenyl)-3-(3-methoxyphenylthio)propionic acid), [Sn](Cl)(Cl)(Cl)Cl (tin(IV) chloride), S(=O)(Cl)Cl (thionyl chloride). Solvent: C(Cl)(Cl)Cl (chloroform), O (water), C1=CC=CC=C1 (benzene). Reaction conditions: temperature 80 celsius, time 12 hour. Yields the product COC1=CC=C2C(C(CSC2=C1)C1=CC=C(C=C1)OC)=O (7-methoxy-3-(4-methoxyphenyl)thiochroman-4-one). As a reaction SMILES: [CH3:1][O:2][C:3]1[CH:8]=[CH:7][C:6]([CH:9]([CH2:13][S:14][C:15]2[CH:20]=[CH:19][CH:18]=[C:17]([O:21][CH3:22])[CH:16]=2)[C:10]([OH:12])=O)=[CH:5][CH:4]=1.S(Cl)(Cl)=O.[Sn](Cl)(Cl)(Cl)Cl.Cl>C1C=CC=CC=1.C(Cl)(Cl)Cl.O>[CH3:22][O:21][C:17]1[CH:16]=[C:15]2[C:20]([C:10](=[O:12])[CH:9]([C:6]3[CH:5]=[CH:4][C:3]([O:2][CH3:1])=[CH:8][CH:7]=3)[CH2:13][S:14]2)=[CH:19][CH:18]=1. Procedure details: 2-(4-Methoxyphenyl)-3-(3-methoxyphenylthio)propionic acid obtained in Example 24 was dissolved in benzene (20 ml) and thionyl chloride (4.1 ml, 55.9 mmol) was added thereto. The reaction mixture was heated for 2 hours at 80° C. When the reaction is completed, the reaction solution was concentrated under reduced pressure to remove benzene and cooled to 5° C. Benzene (10 ml) was added to the reaction solution and then tin(IV) chloride (4.1 ml, 34.9 mmol) was slowly added dropwise thereto. The reac...